Dataset: the Open Reaction Database (ORD), a public repository of structured organic reaction records. Task: describe an organic reaction: reactants, conditions, products, and yield The reactants are C=1(SC=C2C1C=CC=C2)S(=O)(=O)NCC(=O)N (N2-(benzo[c]thiophen-1-yl-sulfonyl)glycinamide), [H-].[Na+] (sodium hydride), [H-].[Na+] (sodium hydride), O (water), resultant mixture, ClC(=O)OC (Methyl chloroformate). The solvent is CN(C=O)C (N,N-dimethylformamide). Conditions: time 30 minute. Yields the product C=1(SC=C2C1C=CC=C2)S(=O)(=O)NC(CNC(=O)OC)=O (N-(benzo[c]thiophen-1-ylsulfonyl)N2-methoxycarbonylglycinamide). RXN SMILES: [C:1]1([S:10]([NH:13][CH2:14][C:15]([NH2:17])=O)(=[O:12])=[O:11])[S:2][CH:3]=[C:4]2[CH:9]=[CH:8][CH:7]=[CH:6][C:5]=12.[H-].[Na+].Cl[C:21]([O:23][CH3:24])=[O:22].[OH2:25]>CN(C)C=O>[C:1]1([S:10]([NH:13][C:14](=[O:25])[CH2:15][NH:17][C:21]([O:23][CH3:24])=[O:22])(=[O:12])=[O:11])[S:2][CH:3]=[C:4]2[CH:9]=[CH:8][CH:7]=[CH:6][C:5]=12 |f:1.2|. Procedure: To a solution of the product obtained in Step 1 (0.45 g) in N,N-dimethylformamide (5 ml) was added slowly 60% sodium hydride (75 mg) under ice-cooling, and the mixture was stirred for 30 minutes at room temperature. Methyl chloroformate (0.14 ml) was added to the above-mentioned mixture followed by stirring for 20 minutes at room temperature. 60% sodium hydride (75 mg) was added to the solution, and the mixture was stirred for 1.5 hours at room temperature, then 15 minutes at 70° C. After coolin... The reactants are C(C)OC(=O)C=1C(=C(NC1CCCNCCN1CCCCC1)C(=O)OC(C)(C)C)C (3-methyl-5-[3-(2-piperidin-1-yl-ethylamino)-propyl]-1H-pyrrole-2,4-dicarboxylic acid 2-tert-butyl ester 4-ethyl ester), C[Al](C)C (trimethyl aluminum). The solvent is C1(=CC=CC=C1)C (toluene), C1(=CC=CC=C1)C (toluene). The product is C(C)(C)(C)OC(=O)C1=C(C=2C(N(CCCC2N1)CCN1CCCCC1)=O)C (3-methyl-4-oxo-5-(2-piperidin-1-yl-ethyl)-1,4,5,6,7,8-hexahydro-pyrrolo[3,2-c]azepine-2-carboxylic acid tert-butyl ester). Isolated yield 52.4%. As a reaction SMILES: C([O:3][C:4]([C:6]1[C:7]([CH3:30])=[C:8]([C:23]([O:25][C:26]([CH3:29])([CH3:28])[CH3:27])=[O:24])[NH:9][C:10]=1[CH2:11][CH2:12][CH2:13][NH:14][CH2:15][CH2:16][N:17]1[CH2:22][CH2:21][CH2:20][CH2:19][CH2:18]1)=O)C.C[Al](C)C>C1(C)C=CC=CC=1>[C:26]([O:25][C:23]([C:8]1[NH:9][C:10]2[CH2:11][CH2:12][CH2:13][N:14]([CH2:15][CH2:16][N:17]3[CH2:22][CH2:21][CH2:20][CH2:19][CH2:18]3)[C:4](=[O:3])[C:6]=2[C:7]=1[CH3:30])=[O:24])([CH3:29])([CH3:28])[CH3:27]. Procedure details: 3-Methyl-5-[3-(2-piperidin-1-yl-ethylamino)-propyl]-1H-pyrrole-2,4-dicarboxylic acid 2-tert-butyl ester 4-ethyl ester 32a (225 mg, 0.534 mmol) was dissolved in 5 ml of dry toluene under stirring, the reaction system was cooled in an ice-water bath, and added with a solution of trimethyl aluminum in toluene (0.534 ml, 2 mol/L, 1.07 mmol) under an argon atmosphere. Upon completion of the addition, the reaction system was stirred for 20 minutes at room temperature until no white smoke was released,...